This data is from the Open Reaction Database (ORD), a public repository of structured organic reaction records. The task is: describe an organic reaction: reactants, conditions, products, and yield The reactants are CC(=O)OC(C)=O, O=CO, COc1cc(C=O)cc(OC)c1N. Yields the product COc1cc(C=O)cc(OC)c1NC=O. Reaction SMILES: [CH3:14][C:15](=[O:16])[O:17][C:18](=[O:19])[CH3:20].[CH:21]([OH:22])=[O:23].[NH2:1][c:2]1[c:3]([O:12][CH3:13])[cH:4][c:5]([CH:6]=[O:7])[cH:8][c:9]1[O:10][CH3:11]>>[NH:1]([c:2]1[c:3]([O:12][CH3:13])[cH:4][c:5]([CH:6]=[O:7])[cH:8][c:9]1[O:10][CH3:11])[CH:15]=[O:16]. Reactants: CC(=O)Cl, CN(C)c1ccncc1, ClCCl, Cc1ccc(S(=O)(=O)Sc2cc3sc(N)nc3cc2C(C)(C)C)cc1, c1ccncc1. The product is CC(=O)Nc1nc2cc(C(C)(C)C)c(SS(=O)(=O)c3ccc(C)cc3)cc2s1. RXN SMILES: [CH3:26][C:27]([Cl:28])=[O:29].[CH3:36][N:37]([c:38]1[cH:39][cH:40][n:41][cH:42][cH:43]1)[CH3:44].[Cl:45][CH2:46][Cl:47].[NH2:1][c:2]1[s:3][c:4]2[c:5]([n:6]1)[cH:7][c:8]([C:22]([CH3:23])([CH3:24])[CH3:25])[c:9]([S:11][S:12](=[O:13])(=[O:14])[c:15]1[cH:16][cH:17][c:18]([CH3:21])[cH:19][cH:20]1)[cH:10]2.[cH:30]1[cH:31][cH:32][n:33][cH:34][cH:35]1>>[NH:1]([c:2]1[s:3][c:4]2[c:5]([n:6]1)[cH:7][c:8]([C:22]([CH3:23])([CH3:24])[CH3:25])[c:9]([S:11][S:12](=[O:13])(=[O:14])[c:15]1[cH:16][cH:17][c:18]([CH3:21])[cH:19][cH:20]1)[cH:10]2)[C:27]([CH3:26])=[O:29]. The reactants are ClC1=CC=C(C=C1)C(C1=C(C=C(C=C1)Cl)Cl)O (α-(4-chlorophenyl)-2,4-dichlorobenzyl alcohol), S(=O)(=O)(C1=CC=C(C)C=C1)OCC1OC=CCC1 (2-tosyloxymethyl-3,4-dihydro-2H-pyran). Reagents/catalysts: O=P(Cl)(Cl)Cl (phosphorus oxytrichloride), C(C)N(CC)CC (triethylamine). Solvent: diethyl ester. Run at time 4 day. Yields the product ClC1=CC=C(C=C1)C(C1=C(C=C(C=C1)Cl)Cl)O[C@H]1CCC[C@@H](O1)COS(=O)(=O)C1=CC=C(C)C=C1 (Trans-6-[α-(4-chlorophenyl)-2,4-dichlorobenzyloxy]-2-tosyloxymethyltetrahydropyran). As a reaction SMILES: [Cl:1][C:2]1[CH:7]=[CH:6][C:5]([CH:8]([OH:17])[C:9]2[CH:14]=[CH:13][C:12]([Cl:15])=[CH:11][C:10]=2[Cl:16])=[CH:4][CH:3]=1.[S:18]([O:28][CH2:29][CH:30]1[CH2:35][CH2:34][CH:33]=[CH:32][O:31]1)([C:21]1[CH:27]=[CH:26][C:24]([CH3:25])=[CH:23][CH:22]=1)(=[O:20])=[O:19]>O=P(Cl)(Cl)Cl.C(N(CC)CC)C>[Cl:1][C:2]1[CH:3]=[CH:4][C:5]([CH:8]([O:17][C@@H:32]2[O:31][C@@H:30]([CH2:29][O:28][S:18]([C:21]3[CH:22]=[CH:23][C:24]([CH3:25])=[CH:26][CH:27]=3)(=[O:19])=[O:20])[CH2:35][CH2:34][CH2:33]2)[C:9]2[CH:14]=[CH:13][C:12]([Cl:15])=[CH:11][C:10]=2[Cl:16])=[CH:6][CH:7]=1. Procedure details: 2.10 g of α-(4-chlorophenyl)-2,4-dichlorobenzyl alcohol and 1.78 of 2-tosyloxymethyl-3,4-dihydro-2H-pyran were dissolved in 40 ml of diethyl ester, and a catalytic amount (2 drops) of phosphorus oxytrichloride was added to the solution. The mixture was then stirred at room temperature for 4 days, after which 3 drops of triethylamine were added. The mixture was then concentrated by evaporation under reduced pressure and the residue was purified by column chromatography through silica gel eluted w... Reactants: CN1N=CC=C1C=1C=C(SC1)C(=O)O (4-(1-methyl-1H-pyrazol-5-yl)-2-thiophenecarboxylic acid), NC(CNC(OC(C)(C)C)=O)CC1=CC=CC=C1 (1,1-dimethylethyl (2-amino-3-phenylpropyl)carbamate), NC(CCNC(OC(C)(C)C)=O)CC1=CC=CC=C1 (1,1-dimethylethyl (3-amino-4-phenylbutyl)carbamate), BrN1C(CCC1=O)=O (N-bromosuccinimide), ClN1C(CCC1=O)=O (N-chlorosuccinimide). Yields the product NC[C@H](C1=CC=CC=C1)NC(=O)C=1SC(=C(C1)C1=C(C=NN1C)Br)C (N-[(1S)-2-amino-1-phenylethyl]-4-(4-bromo-1-methyl-1H-pyrazol-5-yl)-5-methyl-2-thiophenecarboxamide). RXN SMILES: CN1C([C:7]2C=C(C(O)=O)[S:10][CH:11]=2)=CC=N1.[Br:15]N1C(=O)CCC1=O.Cl[N:24]1[C:28](=[O:29])[CH2:27][CH2:26][C:25]1=O.[NH2:31][CH:32]([CH2:42][C:43]1[CH:48]=[CH:47][CH:46]=[CH:45][CH:44]=1)CNC(=O)OC(C)(C)C.[NH2:49][CH:50](CC1C=CC=CC=1)[CH2:51][CH2:52][NH:53][C:54](=O)OC(C)(C)C>>[NH2:31][CH2:32][C@@H:42]([NH:24][C:28]([C:27]1[S:10][C:11]([CH3:7])=[C:25]([C:52]2[N:53]([CH3:54])[N:49]=[CH:50][C:51]=2[Br:15])[CH:26]=1)=[O:29])[C:43]1[CH:44]=[CH:45][CH:46]=[CH:47][CH:48]=1. Reported procedure: The title compound was prepared as a white solid according to the procedure of Example 24, except substituting 5-methyl-4-(1-methyl-1H-pyrazol-5-yl)-2-thiophenecarboxylic acid (168 mg, 0.5 mmol) [prepared according to Example 198] for 4-(1-methyl-1H-pyrazol-5-yl)-2-thiophenecarboxylic acid, N-bromosuccinimide (88.5 mg, 0.5 mmol) for N-chlorosuccinimide and 1,1-dimethylethyl (2-amino-3-phenylpropyl)carbamate (71 mg, 0.3 mmol) [prepared according to the procedure of Preparation 1] for 1,1-dimethyl... Reactants: C(C)C1=CC=2[C@@H]3[C@@H](NC(C2C(=C1)C)=O)CN(C3)C(=O)OC(C)(C)C ((3aR,9bS)-tert-butyl 8-ethyl-6-methyl-5-oxo-3,3a,4,5-tetrahydro-1H-pyrrolo[3,4-c]isoquinoline-2(9bH)-carboxylate), [H-].[Na+] (sodium hydride), C(CC1=CC=CC=C1)I (phenethyliodide). Solvent: CN(C)C=O (DMF). Run at time 18 hour. Yields the product C(C)C1=CC=2[C@@H]3[C@@H](N(C(C2C(=C1)C)=O)CCC1=CC=CC=C1)CN(C3)C(=O)OC(C)(C)C ((3aR,9bS)-tert-Butyl 8-ethyl-6-methyl-5-oxo-4-phenethyl-3,3a,4,5-tetrahydro-1H-pyrrolo[3,4-c]isoquinoline-2(9bH)-carboxylate). Yield: 41.0%. As a reaction SMILES: [CH2:1]([C:3]1[CH:12]=[C:11]([CH3:13])[C:10]2[C:9](=[O:14])[NH:8][C@H:7]3[CH2:15][N:16]([C:18]([O:20][C:21]([CH3:24])([CH3:23])[CH3:22])=[O:19])[CH2:17][C@@H:6]3[C:5]=2[CH:4]=1)[CH3:2].[H-].[Na+].[CH2:27](I)[CH2:28][C:29]1[CH:34]=[CH:33][CH:32]=[CH:31][CH:30]=1>CN(C=O)C>[CH2:1]([C:3]1[CH:12]=[C:11]([CH3:13])[C:10]2[C:9](=[O:14])[N:8]([CH2:27][CH2:28][C:29]3[CH:34]=[CH:33][CH:32]=[CH:31][CH:30]=3)[C@H:7]3[CH2:15][N:16]([C:18]([O:20][C:21]([CH3:23])([CH3:22])[CH3:24])=[O:19])[CH2:17][C@@H:6]3[C:5]=2[CH:4]=1)[CH3:2] |f:1.2|. Procedure: To a solution of (3aR,9bS)-tert-butyl 8-ethyl-6-methyl-5-oxo-3,3a,4,5-tetrahydro-1H-pyrrolo[3,4-c]isoquinoline-2(9bH)-carboxylate, the first eluting peak from Example 74, Part B, (30 mg, 0.09 mmol) in 1 mL of DMF at ambient temperature was added sodium hydride (4 mg of 60% in mineral oil, 0.10 mmol) and phenethyliodide (33 mg, 0.14 mmol). The resulting mixture was allowed to stir at ambient temperature for 18 h. Starting material remained so the reaction was heated at 60° C. for 4 h. The reactio... Yields the product CC=1N(C2=C(C=NC=C2)N1)C1=NC=C(C=C1)C1=NC2=C(NC(C1)=O)C=CC=C2 (2,3-Dihydro-4-[2-(2-methylimidazo[4,5-c]pyrid-1-yl)pyrid-5-yl]-1H-[1,5]benzodiazepin-2-one). Reaction SMILES: [NH2:1][C:2]1[CH:7]=[CH:6][CH:5]=[CH:4][C:3]=1[NH2:8].[CH3:9][C:10]1[N:11]([C:19]2[CH:24]=[CH:23][C:22]([C:25]([CH2:27][C:28](OCC)=[O:29])=O)=[CH:21][N:20]=2)[C:12]2[CH:17]=[CH:16][N:15]=[CH:14][C:13]=2[N:18]=1>>[CH3:9][C:10]1[N:11]([C:19]2[CH:24]=[CH:23][C:22]([C:25]3[CH2:27][C:28](=[O:29])[NH:8][C:3]4[CH:4]=[CH:5][CH:6]=[CH:7][C:2]=4[N:1]=3)=[CH:21][N:20]=2)[C:12]2[CH:17]=[CH:16][N:15]=[CH:14][C:13]=2[N:18]=1. The yield is 14.3%. Reported procedure: The procedure of Example 1 was followed using 1,2-diaminobenzene (86 mg, 0.76 mmol) and ethyl 2-(2-methylimidazo[4,5-c]pyrid-1-yl)pyrid-5-oylacetate (260 mg, 0.80 mmol). The crude product was purified by flash chromatography (eluting with ethyl acetate/methanol =6:1), followed by recrystallisation from acetone to give the title compound (40 mg, 14%) as a buff solid, m.p. 208°-210° C.. Starting materials: NC1=C(C=CC=C1)N (1,2-diaminobenzene), CC=1N(C2=C(C=NC=C2)N1)C1=NC=C(C=C1)C(=O)CC(=O)OCC (ethyl 2-(2-methylimidazo[4,5-c]pyrid-1-yl)pyrid-5-oylacetate). Reactants: B, O=C([O-])O, CCOC1C(OC)C(C)OC(ON=Cc2ccc(-c3ncn(-c4ccc(OC(F)(F)C(F)(F)F)cc4)n3)cc2)C1OC, CCO, CCO, Cl, [Na+], O, c1ccncc1. Yields the product CCOC1C(OC)C(C)OC(ONCc2ccc(-c3ncn(-c4ccc(OC(F)(F)C(F)(F)F)cc4)n3)cc2)C1OC. Reaction SMILES: [BH3:43].[C:51](=[O:52])([OH:53])[O-:54].[CH2:1]([CH3:2])[O:3][CH:4]1[CH:5]([O:41][CH3:42])[CH:6]([O:13][N:14]=[CH:15][c:16]2[cH:17][cH:18][c:19](-[c:22]3[n:23][n:24](-[c:27]4[cH:28][cH:29][c:30]([O:33][C:34]([C:35]([F:36])([F:37])[F:38])([F:39])[F:40])[cH:31][cH:32]4)[cH:25][n:26]3)[cH:20][cH:21]2)[O:7][CH:8]([CH3:12])[CH:9]1[O:10][CH3:11].[CH2:60]([OH:61])[CH3:62].[CH3:56][CH2:57][OH:58].[ClH:50].[Na+:55].[OH2:59].[n:44]1[cH:45][cH:46][cH:47][cH:48][cH:49]1>>[CH2:1]([CH3:2])[O:3][CH:4]1[CH:5]([O:41][CH3:42])[CH:6]([O:13][NH:14][CH2:15][c:16]2[cH:17][cH:18][c:19](-[c:22]3[n:23][n:24](-[c:27]4[cH:28][cH:29][c:30]([O:33][C:34]([C:35]([F:36])([F:37])[F:38])([F:39])[F:40])[cH:31][cH:32]4)[cH:25][n:26]3)[cH:20][cH:21]2)[O:7][CH:8]([CH3:12])[CH:9]1[O:10][CH3:11]. The reactants are C(C1=CC=CC=C1)(=O)OC1CN2CCC1CC2 ((+/−)-3-Quinuclidinol benzoate), C([C@H](O)[C@@H](O)C(=O)O)(=O)O (L-tartaric acid). Run in CCO (EtOH). Yields the product C(C1=CC=CC=C1)(=O)O[C@H]1CN2CCC1CC2.C(=O)([O-])[C@H](O)[C@@H](O)C(=O)[O-] (3-(R)-quinuclidinol benzoate·(L)-tartrate). Isolated yield 22.1%. As a reaction SMILES: [C:1]([O:9][CH:10]1[CH:15]2[CH2:16][CH2:17][N:12]([CH2:13][CH2:14]2)[CH2:11]1)(=[O:8])[C:2]1[CH:7]=[CH:6][CH:5]=[CH:4][CH:3]=1.[C:18]([OH:27])(=[O:26])[C@@H:19]([C@H:21]([C:23]([OH:25])=[O:24])[OH:22])[OH:20]>CCO>[C:1]([O:9][C@@H:10]1[CH:15]2[CH2:14][CH2:13][N:12]([CH2:17][CH2:16]2)[CH2:11]1)(=[O:8])[C:2]1[CH:3]=[CH:4][CH:5]=[CH:6][CH:7]=1.[C:23]([C@@H:21]([C@H:19]([C:18]([O-:27])=[O:26])[OH:20])[OH:22])([O-:25])=[O:24] |f:3.4|. Reported procedure: (+/−)-3-Quinuclidinol benzoate (Sigma, 17.9 g, 77.5 mmol) was treated with L-tartaric acid (Aldrich, 99% ee, 11.63 g, 77.5 mmol) in EtOH (80%, 222 mL) at ambient temperature for 1 week. The white solid was filtered off and dried under reduced pressure. 6.5 g of 3-(R)-quinuclidinol benzoate·(L)-tartrate was obtained with ˜80% ee (assayed by HPLC. HPLC conditions: chiralpak AD column 25 cm×4 mm ID. solvent, EtOH:hexanes=15:85. flow rate, 1 mL/min. uv, 220 nm. Retention time: (S)-3-quinuclidinol be...